From a dataset of the Open Reaction Database (ORD), a public repository of structured organic reaction records. describe an organic reaction: reactants, conditions, products, and yield The reactants are CC(=O)C.C1(CCCCC1)=O (acetone cyclohexanone), C(C(C)C)C(=O)C.C1(CCCCC1)=O (methyl isobutyl ketone cyclohexanone). Product: CC(=O)C.C(C(C)C)C(=O)C.C(C)C(=O)C.C1(CCCCC1)=O (Acetone Methyl Isobutyl Ketone Methyl Ethyl Ketone Cyclohexanone). RXN SMILES: [CH3:1][C:2]([CH3:4])=[O:3].[C:5]1(=[O:11])[CH2:10]CC[CH2:7][CH2:6]1.[CH2:12]([C:16]([CH3:18])=[O:17])[CH:13]([CH3:15])[CH3:14].[C:19]1(=[O:25])[CH2:24][CH2:23][CH2:22][CH2:21][CH2:20]1>>[CH3:1][C:2]([CH3:4])=[O:3].[CH2:12]([C:16]([CH3:18])=[O:17])[CH:13]([CH3:15])[CH3:14].[CH2:6]([C:5]([CH3:10])=[O:11])[CH3:7].[C:19]1(=[O:25])[CH2:24][CH2:23][CH2:22][CH2:21][CH2:20]1 |f:0.1,2.3,4.5.6.7|. Procedure details: A TAIT mixture was prepared from an equimolar mixture of the four title ketones according to the procedure used for preparation of TMIT, using ammonium sulfide (136 mL, 0.4 moles, 20 wt % aqueous solution), sodium cyanide (14.7 g, 0.3 moles), ammonium chloride (16.1 g, 0.3 moles), water (80 mL), cyclohexanone (14.7 g, 0.15 moles), acetone (8.7 g, 0.15 moles) ethyl methyl ketone (10.8 g, 0.15 moles), and methyl isobutyl ketone (15.0 g, 0.15 moles) to obtain an oily layer at the end of the heating... Starting materials: C(C)(C)(C)OC(=O)N1CC(CC1)N(CC1=CC=C(C=C1)Cl)CC(=O)O (3-[carboxymethyl-(4-chloro-benzyl)-amino]-pyrrolidine-1-carboxylic acid tert-butyl ester), CCN=C=NCCCN(C)C (EDCI), C=1C=CC2=C(C1)N=NN2O (HOBT), CN1CCOCC1 (N-methyl morpholine), C(C)N (N-ethyl amine). Run in O1CCCC1 (tetrahydrofuran). Reaction conditions: time 30 minute. The product is C(C)(C)(C)OC(=O)N1CC(CC1)N(CC(NCC)=O)CC1=CC=C(C=C1)Cl (3-[(4-Chloro-benzyl)-ethylcarbamoylmethyl-amino]-pyrrolidine-1-carboxylic acid tert-butyl ester). RXN SMILES: [C:1]([O:5][C:6]([N:8]1[CH2:12][CH2:11][CH:10]([N:13]([CH2:22][C:23]([OH:25])=O)[CH2:14][C:15]2[CH:20]=[CH:19][C:18]([Cl:21])=[CH:17][CH:16]=2)[CH2:9]1)=[O:7])([CH3:4])([CH3:3])[CH3:2].[CH3:26][CH2:27][N:28]=C=NCCCN(C)C.C1C=CC2N(O)N=NC=2C=1.CN1CCOCC1.C(N)C>O1CCCC1>[C:1]([O:5][C:6]([N:8]1[CH2:12][CH2:11][CH:10]([N:13]([CH2:14][C:15]2[CH:16]=[CH:17][C:18]([Cl:21])=[CH:19][CH:20]=2)[CH2:22][C:23](=[O:25])[NH:28][CH2:27][CH3:26])[CH2:9]1)=[O:7])([CH3:3])([CH3:4])[CH3:2]. Procedure: To a solution of 3-[carboxymethyl-(4-chloro-benzyl)-amino]-pyrrolidine-1-carboxylic acid tert-butyl ester (0.48 g, 1.30 mmol) in tetrahydrofuran (10 mL) was added EDCI (0.39 g, 1.95 mmol), HOBT (0.26 g, 1.95 mmol), and stirred for 30 min., followed by the addition of N-methyl morpholine (0.43 mL, 3.90 mmol) and N-ethyl amine (0.1 mL, 1.95 mmol). The reaction mixture was stirred at room temperature for 18 h. Upon concentration, the residue was dissolved in ethyl acetate and washed with saturated ... Reactants: C(C1=CC=CC=C1)(=O)Cl (benzoylchloride), C(C1=CC=CO1)CC(=S)N (2-furfurylthioacetamide), C(C)(=O)OCC (ethyl acetate). The solvent is N1=CC=CC=C1 (pyridine). Conditions: temperature 60 celsius, time 15 hour. Product: C(C1=CC=CC=C1)(=O)NC(CCC1=CC=CO1)=S (N-benzoyl-2-furfurylthioacetamide). Reaction SMILES: [CH2:1]([CH2:7][C:8]([NH2:10])=[S:9])[C:2]1[O:6][CH:5]=[CH:4][CH:3]=1.[C:11](Cl)(=[O:18])[C:12]1[CH:17]=[CH:16][CH:15]=[CH:14][CH:13]=1.C(OCC)(=O)C>N1C=CC=CC=1>[C:11]([NH:10][C:8](=[S:9])[CH2:7][CH2:1][C:2]1[O:6][CH:5]=[CH:4][CH:3]=1)(=[O:18])[C:12]1[CH:17]=[CH:16][CH:15]=[CH:14][CH:13]=1. Procedure: 12.11 g (0.07 mol) of 2-furfurylthioacetamide was dissolved in 30 ml of pyridine. To the above solution, 9.94 g (0.07 mol) of benzoylchloride was added, and the mixture was stirred at 60° C. for 15 hours. The solvent was distilled away from the reaction mixture, and a residue thus obtained was added to ethyl acetate and washed successively with water twice, 1N hydrochloric acid, water three times, and brine. A resultant organic extract layer was dried, and the solvent was distilled away therefro... Starting materials: FC1=C(CN(C2=C(C(=CC=C2)[N+](=O)[O-])C)CC2=CC=C(C=C2)O)C=CC(=C1)F (N-(2,4-difluorobenzyl)-N-(4-hydroxybenzyl)-2-methyl-3-nitroaniline), COC(C1=CC=C(C=C1)Br)=O (methyl-4-bromobenzoate), [O-]P(=O)([O-])[O-].[K+].[K+].[K+] (K3PO4), C(C)(C)(C)P(C1=C(C=CC=C1)C1=CC=CC=C1)C(C)(C)C (2-(di-tert-butylphosphino)biphenyl). Reagents/catalysts: CC(=O)[O-].CC(=O)[O-].[Pd+2] (Pd(OAc)2). The solvent is C1(=CC=CC=C1)C (toluene). Conditions: temperature 100 celsius, time 10 minute. Yields the product FC1=C(CN(C2=C(C(=CC=C2)[N+](=O)[O-])C)CC2=CC=C(OC3=CC=C(C(=O)OC)C=C3)C=C2)C=CC(=C1)F (methyl 4-(4-{[(2,4-difluorobenzyl)(2-methyl-3-nitrophenyl)amino)methyl]phenoxy}benzoate). Yield: 91.9%. RXN SMILES: [F:1][C:2]1[CH:27]=[C:26]([F:28])[CH:25]=[CH:24][C:3]=1[CH2:4][N:5]([CH2:16][C:17]1[CH:22]=[CH:21][C:20]([OH:23])=[CH:19][CH:18]=1)[C:6]1[CH:11]=[CH:10][CH:9]=[C:8]([N+:12]([O-:14])=[O:13])[C:7]=1[CH3:15].[CH3:29][O:30][C:31](=[O:39])[C:32]1[CH:37]=[CH:36][C:35](Br)=[CH:34][CH:33]=1.[O-]P([O-])([O-])=O.[K+].[K+].[K+].C(P(C(C)(C)C)C1C=CC=CC=1C1C=CC=CC=1)(C)(C)C>CC([O-])=O.CC([O-])=O.[Pd+2].C1(C)C=CC=CC=1>[F:1][C:2]1[CH:27]=[C:26]([F:28])[CH:25]=[CH:24][C:3]=1[CH2:4][N:5]([CH2:16][C:17]1[CH:22]=[CH:21][C:20]([O:23][C:35]2[CH:36]=[CH:37][C:32]([C:31]([O:30][CH3:29])=[O:39])=[CH:33][CH:34]=2)=[CH:19][CH:18]=1)[C:6]1[CH:11]=[CH:10][CH:9]=[C:8]([N+:12]([O-:14])=[O:13])[C:7]=1[CH3:15] |f:2.3.4.5,7.8.9|. Procedure details: The product from Example 33A (0.1520 g, 0.396 mmoles), methyl-4-bromobenzoate (0.1702 g, 0.792 mmoles), K3PO4 (0.1680 g, 0.792 mmoles), Pd(OAc)2 (0.0070 g, 0.032 mmoles), and 2-(di-tert-butylphosphino)biphenyl (0.0140 g, 0.048 mmoles) was treated with toluene (1.16 mL) under a nitrogen atmosphere. The resulting red solution was degassed, stirred for 10 min, and heated to 100° C. overnight. The black solution was diluted with diethyl ether, extracted with sat. NH4Cl and sat. NaCl, dried (Na2SO4),... Reactants: C(CCCCC)C=1N(C2=CC=CC=C2C1)C (2-hexyl-1-methyl-1H-indole), [Cl-].C[Al+]C (dimethyl aluminum chloride), [Cl-].[NH4+] (ammonium chloride), O1C(CCCC1=O)=O (dihydro-pyran-2,6-dione). The solvent is C(Cl)Cl (methylene chloride), CCCCCC (hexane), C(C)(=O)OCC (ethyl acetate). Run at time 30 minute. Product: C(CCCCC)C=1N(C2=CC=CC=C2C1C(CCCC(=O)O)=O)C (5-(2-Hexyl-1-methyl-1H-indol-3-yl)-5-oxo-pentanoic acid). Reaction SMILES: [CH2:1]([C:7]1[N:8]([CH3:16])[C:9]2[C:14]([CH:15]=1)=[CH:13][CH:12]=[CH:11][CH:10]=2)[CH2:2][CH2:3][CH2:4][CH2:5][CH3:6].[Cl-].C[Al+]C.[O:21]1[C:26](=[O:27])[CH2:25][CH2:24][CH2:23][C:22]1=[O:28].[Cl-].[NH4+]>C(Cl)Cl.CCCCCC.C(OCC)(=O)C>[CH2:1]([C:7]1[N:8]([CH3:16])[C:9]2[C:14]([C:15]=1[C:26](=[O:27])[CH2:25][CH2:24][CH2:23][C:22]([OH:28])=[O:21])=[CH:13][CH:12]=[CH:11][CH:10]=2)[CH2:2][CH2:3][CH2:4][CH2:5][CH3:6] |f:1.2,4.5|. Procedure details: To a solution of 2-hexyl-1-methyl-1H-indole in methylene chloride at 0° C. was added dimethyl aluminum chloride solution in hexane. The reaction mixture was stirred for 30 minutes. To this solution dihydro-pyran-2,6-dione was added at 0° C. and the reaction mixture was stirred for 3 hours. The reaction was treated with saturated ammonium chloride and ethyl acetate. The product was purified by column chromatography. Starting materials: COC=1C=C(C=CC1N1C=NC(=C1)C)N (3-methoxy-4-(4-methyl-imidazol-1-yl)-phenylamine), ClC1=NC(=CC(=C1)C(F)(F)F)Cl (2,6-dichloro-4-trifluoromethyl-pyridine). Product: ClC1=CC(=CC(=N1)NC1=CC(=C(C=C1)N1C=NC(=C1)C)OC)C(F)(F)F ((6-Chloro-4-trifluoromethyl-pyridin-2-yl)-[3-methoxy-4-(4-methyl-imidazol-1-yl)-phenyl]-amine), solid. The yield is 30.0%. Reaction SMILES: [CH3:1][O:2][C:3]1[CH:4]=[C:5]([NH2:15])[CH:6]=[CH:7][C:8]=1[N:9]1[CH:13]=[C:12]([CH3:14])[N:11]=[CH:10]1.[Cl:16][C:17]1[CH:22]=[C:21]([C:23]([F:26])([F:25])[F:24])[CH:20]=[C:19](Cl)[N:18]=1>>[Cl:16][C:17]1[N:18]=[C:19]([NH:15][C:5]2[CH:6]=[CH:7][C:8]([N:9]3[CH:13]=[C:12]([CH3:14])[N:11]=[CH:10]3)=[C:3]([O:2][CH3:1])[CH:4]=2)[CH:20]=[C:21]([C:23]([F:26])([F:24])[F:25])[CH:22]=1. Procedure details: Prepared in analogy to example 62 from 3-methoxy-4-(4-methyl-imidazol-1-yl)-phenylamine and 2,6-dichloro-4-trifluoromethyl-pyridine. The title compound was obtained as a yellowish solid (Yield=30%). MS ISP (m/e): 383.1 (39) [(M+H)+]. 1H NMR (CDCl3, 300 MHz): δ (ppm)=7.67 (d, 1H), 7.39 (d, 1H), 7.23 (d, 1H), 7.11 (s, 1H), 6.99 (s, 1H), 6.965-6.85 (m, 3H), 3.87 (s, 3H), 2.31 (s, 3H). Reactants: resultant mixture, C([O-])(O)=O (bicarbonate), C(C)N(C(=O)[C@H]1CN2CC([C@@H]1CC2)=O)CC ((3R*,4R*)-N,N-Diethyl-5-oxo-1-azabicyclo[2.2.2]octane-3-carboxamide), C(C1=CC=CC=C1)(=O)[C@]([C@](C(=O)O)(O)C(C1=CC=CC=C1)=O)(O)C(=O)O ((-)-dibenzoyl-L-tartaric acid), monohydrate, monohydrate, amine. Run in C(C)O (ethanol), C(C)O (ethanol). Conditions: time 8 hour. Product: C(C)N(C(=O)[C@@H]1CN2CC([C@H]1CC2)=O)CC ((-)-(3S,4S)-N,N-diethyl-5-oxo-1-azabicyclo[2.2.2]-octane-3-carboxamide). The yield is 40.5%. RXN SMILES: [CH2:1]([N:3]([CH2:15][CH3:16])[C:4]([C@@H:6]1[C@H:11]2[CH2:12][CH2:13][N:8]([CH2:9][C:10]2=[O:14])[CH2:7]1)=[O:5])[CH3:2].C([C@@](C(O)=O)(O)[C@@](C(=O)C1C=CC=CC=1)(O)C(O)=O)(=O)C1C=CC=CC=1.C(=O)(O)[O-]>C(O)C>[CH2:15]([N:3]([CH2:1][CH3:2])[C:4]([C@H:6]1[C@@H:11]2[CH2:12][CH2:13][N:8]([CH2:9][C:10]2=[O:14])[CH2:7]1)=[O:5])[CH3:16]. Reported procedure: (3R*,4R*)-N,N-Diethyl-5-oxo-1-azabicyclo[2.2.2]octane-3-carboxamide (180 g, 0.804 mol) and (-)-dibenzoyl-L-tartaric acid (L-DBT) monohydrate (211 g, 0.561 mol) were added to ethanol (3.65 L), and the resultant mixture was heated at reflux until a clear solution was obtained. The solution was rapidly cooled down to c.a. 40° C. in a water-bath, and allowed to stand overnight to form crystals, which were collected by filtration. The obtained crystals (100.5 g, 21.5%) were found to be (+)-(3R,4R)-N,...